Dataset: the Open Reaction Database (ORD), a public repository of structured organic reaction records. Task: describe an organic reaction: reactants, conditions, products, and yield Reactants: [N+](=O)([O-])C=1C=C(C=CC1)C(C(=O)OC)=O (methyl 3-nitrophenylglyoxylate), Cl.NO (hydroxylamine hydrochloride). Solvent: N1=CC=CC=C1 (pyridine), O (water). Product: [N+](=O)([O-])C=1C=C(C=CC1)\C(\C(=O)OC)=N/O (methyl (E)-3-nitro-alpha-hydroxyiminophenylacetate), [N+](=O)([O-])C=1C=C(C=CC1)/C(/C(=O)OC)=N/O (methyl (Z)-3-nitro-alpha-hydroxyiminophenylacetate). RXN SMILES: [N+:1]([C:4]1[CH:5]=[C:6]([C:10](=O)[C:11]([O:13][CH3:14])=[O:12])[CH:7]=[CH:8][CH:9]=1)([O-:3])=[O:2].Cl.[NH2:17][OH:18]>N1C=CC=CC=1.O>[N+:1]([C:4]1[CH:5]=[C:6](/[C:10](=[N:17]\[OH:18])/[C:11]([O:13][CH3:14])=[O:12])[CH:7]=[CH:8][CH:9]=1)([O-:3])=[O:2].[N+:1]([C:4]1[CH:5]=[C:6](/[C:10](=[N:17]/[OH:18])/[C:11]([O:13][CH3:14])=[O:12])[CH:7]=[CH:8][CH:9]=1)([O-:3])=[O:2] |f:1.2|. Reported procedure: Methyl (E)-3-nitro-alpha-hydroxyiminophenylacetate can be obtained as in Example 9 for the preparation of ethyl (E)-3-nitro-alpha-hydroxyiminophenylacetate, but starting from 15 g of methyl 3-nitrophenylglyoxylate and 10 g of hydroxylamine hydrochloride in a mixture of 250 cm3 of pyridine and 30 cm3 of water, for 30 minutes at 70° C. After treatment, 3.4 g of methyl (E)-3-nitro-alpha-hydroxyiminophenylacetate melting at 140° C. and 6.1 g of methyl (Z)-3-nitro-alpha-hydroxyiminophenylacetate melt... Reactants: C12C(C(C(C=C1)C2)C(=O)OC(C)(C)C)C(=O)OC(C)(C)C (Di-tert-butyl 5-norbornene-2,3-dicarboxylate), C12C(CC(C=C1)C2)C(=O)OCCCO (3-hydroxypropyl 5-norbomene-2-carboxylate), C12C(C(C(C=C1)C2)C(=O)O)C(=O)O (5-norbomene-2,3-dicarboxylic acid), C1(\C=C/C(=O)O1)=O (maleic anhydride), CC(C)(C#N)N=NC(C)(C)C#N (AIBN). The solvent is O1CCCC1 (tetrahydrofuran). Reaction conditions: temperature 67 celsius, time 10 hour. Yields the product C12C(C(C(C=C1)C2)C(=O)OC(C)(C)C)C(=O)OC(C)(C)C.C12C(CC(C=C1)C2)C(=O)OCCCO.C12C(C(C(C=C1)C2)C(=O)O)C(=O)O.C1(\C=C/C(=O)O1)=O (di-tert-butyl 5-norbornene-2,3-dicarboxylate 3-hydroxypropyl 5-norbornene-2-carboxylate 5-norbornene-2,3-dicarboxylic acid maleic anhydride), Formula 107. Isolated yield 30.0%. RXN SMILES: [CH:1]12[CH2:7][CH:4]([CH:5]=[CH:6]1)[CH:3]([C:8]([O:10][C:11]([CH3:14])([CH3:13])[CH3:12])=[O:9])[CH:2]2[C:15]([O:17][C:18]([CH3:21])([CH3:20])[CH3:19])=[O:16].[CH:22]12[CH2:28][CH:25]([CH:26]=[CH:27]1)[CH2:24][CH:23]2[C:29]([O:31][CH2:32][CH2:33][CH2:34][OH:35])=[O:30].[CH:36]12[CH2:42][CH:39]([CH:40]=[CH:41]1)[CH:38]([C:43]([OH:45])=[O:44])[CH:37]2[C:46]([OH:48])=[O:47].[C:49]1(=[O:55])[O:54][C:52](=[O:53])[CH:51]=[CH:50]1.CC(N=NC(C#N)(C)C)(C#N)C>O1CCCC1>[CH:4]12[CH2:7][CH:1]([CH:6]=[CH:5]1)[CH:2]([C:15]([O:17][C:18]([CH3:19])([CH3:20])[CH3:21])=[O:16])[CH:3]2[C:8]([O:10][C:11]([CH3:14])([CH3:13])[CH3:12])=[O:9].[CH:22]12[CH2:28][CH:25]([CH:26]=[CH:27]1)[CH2:24][CH:23]2[C:29]([O:31][CH2:32][CH2:33][CH2:34][OH:35])=[O:30].[CH:36]12[CH2:42][CH:39]([CH:40]=[CH:41]1)[CH:38]([C:43]([OH:45])=[O:44])[CH:37]2[C:46]([OH:48])=[O:47].[C:52]1(=[O:53])[O:54][C:49](=[O:55])[CH:50]=[CH:51]1 |f:6.7.8.9|. Reported procedure: Di-tert-butyl 5-norbornene-2,3-dicarboxylate (0.85 mole), 3-hydroxypropyl 5-norbomene-2-carboxylate (0.1 mole), 5-norbomene-2,3-dicarboxylic acid (0.05 mole) and maleic anhydride (1 mole) were mixed together in tetrahydrofuran solvent, and AIBN (5.5 g) was added to the mixture as a polymerization initiator. Polymerization was performed under nitrogen atmosphere for 10 hours while maintaining the temperature at 67° C. When the polymerization was completed, the polymer was precipitated from ethyl ... The reactants are C(CCC)C=1NC2=CC=C(C=C2C(N1)=O)C (2-butyl-6-methylquinazolin-4(1H)-one), [H-].[Na+] (NaH), [NH4+].[Cl-] (NH4Cl), C(#N)C1=NC=CC=C1C1=CC=C(C=C1)CBr (2-cyano-3-(4-bromomethylphenyl)pyridine). Solvent: CN(C)C=O (DMF), [Cl-].[Na+].O (Brine). Conditions: time 20 minute. The product is C(CCC)C1=NC2=CC=C(C=C2C(N1CC1=CC=C(C=C1)C=1C(=NC=CC1)C#N)=O)C (2-Butyl-6-methyl-3-[[4-(2-cyanopyridin-3-yl)phenyl]methyl]quinazolin-4(3H)-one). Reaction SMILES: [CH2:1]([C:5]1[NH:6][C:7]2[C:12]([C:13](=[O:15])[N:14]=1)=[CH:11][C:10]([CH3:16])=[CH:9][CH:8]=2)[CH2:2][CH2:3][CH3:4].[H-].[Na+].[C:19]([C:21]1[C:26]([C:27]2[CH:32]=[CH:31][C:30]([CH2:33]Br)=[CH:29][CH:28]=2)=[CH:25][CH:24]=[CH:23][N:22]=1)#[N:20].[NH4+].[Cl-]>CN(C=O)C.[Cl-].[Na+].O>[CH2:1]([C:5]1[N:14]([CH2:33][C:30]2[CH:29]=[CH:28][C:27]([C:26]3[C:21]([C:19]#[N:20])=[N:22][CH:23]=[CH:24][CH:25]=3)=[CH:32][CH:31]=2)[C:13](=[O:15])[C:12]2[C:7](=[CH:8][CH:9]=[C:10]([CH3:16])[CH:11]=2)[N:6]=1)[CH2:2][CH2:3][CH3:4] |f:1.2,4.5,7.8.9|. Procedure details: To a solution of 2-butyl-6-methylquinazolin-4(1H)-one (1.0 eq.) from Example 1 Step B in DMF at rt is added NaH (1.5 eq. of an 80% dispersion in oil). After 20 min, 2-cyano-3-(4-bromomethylphenyl)pyridine (1.2 eq.) is added and the mixture is stirred at rt for 3 h. Brine (100 mL) and aqueous NH4Cl (40 mL) are added and the product is extracted with EtOAc. Purification by flash chromatography gives the above titled compound. The reactants are Cl.COC([C@@H](N)C)=O (alanine methyl ester hydrochloride), C(C1=CC=CC=C1)(C1=CC=CC=C1)=N (benzophenone imine). Run in O (H2O), C(Cl)Cl (CH2Cl2), C(Cl)Cl (CH2Cl2). Reaction conditions: time 15 hour. The product is COC([C@@H](N=C(C1=CC=CC=C1)C1=CC=CC=C1)C)=O (methyl-N-(diphenylmethylene)alaninate). Reaction SMILES: Cl.[CH3:2][O:3][C:4](=[O:8])[C@H:5]([CH3:7])[NH2:6].[C:9](=N)([C:16]1[CH:21]=[CH:20][CH:19]=[CH:18][CH:17]=1)[C:10]1[CH:15]=[CH:14][CH:13]=[CH:12][CH:11]=1>C(Cl)Cl.O>[CH3:2][O:3][C:4](=[O:8])[C@H:5]([CH3:7])[N:6]=[C:9]([C:10]1[CH:15]=[CH:14][CH:13]=[CH:12][CH:11]=1)[C:16]1[CH:21]=[CH:20][CH:19]=[CH:18][CH:17]=1 |f:0.1|. Procedure: To a solution of alanine methyl ester hydrochloride (10.0 g, 71.6 mmol) in 100 mL CH2Cl2 was added benzophenone imine (12.0 mL, 71.6 mmol). A white ppt gradually came out of solution as the reaction was allowed to proceed at rt for 15 h. The reaction was diluted with H2O and CH2Cl2, and the layers were separate, the organic layer was washed with brine, dried over Na2SO4, filtered and concentrated to afford methyl-N-(diphenylmethylene)alaninate as a viscous oil which was used without further puri...